From a dataset of the Open Reaction Database (ORD), a public repository of structured organic reaction records. describe an organic reaction: reactants, conditions, products, and yield Starting materials: C(CCC)[Li] (n-butyl lithium), C(C)(C)NC(C)C (diisopropyl amine), ClC1=NC=CC=C1 (2-chloro-pyridine), C(C1=CC(=CC=C1)OC)=O (m-anisaldehyde), C(C)(C)[N-]C(C)C.[Li+] (lithium diisopropylamide), [Cl-].[NH4+] (ammonium chloride). The solvent is CCCCCC (hexane), O1CCCC1 (tetrahydrofuran), O1CCCC1 (tetrahydrofuran), O (water), O1CCCC1 (tetrahydrofuran). Run at time 45 minute. The product is ClC1=NC=CC=C1C(O)C1=CC(=CC=C1)OC ((2-chloro-pyridin-3-yl)-(3-methoxy-phenyl)-methanol). The yield is 51.0%. As a reaction SMILES: C([Li])CCC.C(NC(C)C)(C)C.C([N-]C(C)C)(C)C.[Li+].[Cl:21][C:22]1[CH:27]=[CH:26][CH:25]=[CH:24][N:23]=1.[CH:28](=[O:37])[C:29]1[CH:34]=[CH:33][CH:32]=[C:31]([O:35][CH3:36])[CH:30]=1.[Cl-].[NH4+]>CCCCCC.O1CCCC1.O>[Cl:21][C:22]1[C:27]([CH:28]([C:29]2[CH:34]=[CH:33][CH:32]=[C:31]([O:35][CH3:36])[CH:30]=2)[OH:37])=[CH:26][CH:25]=[CH:24][N:23]=1 |f:2.3,6.7|. Reported procedure: Combine 2.5 M n-butyl lithium in hexane (40 mL), diisopropyl amine (14 mL, 0.10 mol) and cold (−68° C.) tetrahydrofuran (250 mL) and stir for 20 minutes, to generate lithium diisopropylamide. Add 2-chloro-pyridine (9.5 mL, 0.10 mol) dissolved in tetrahydrofuran (10 mL) and stir for 45 minutes. Add m-anisaldehyde (13.6 g, 0.10 mol) in 10 mL tetrahydrofuran, stir for 45 minutes and let warm to room temperature over the weekend. Pour reaction mixture into water, add saturated ammonium chloride (50 ... Starting materials: ClC1=CC(=C(C=C1)N)NC1CCCCC1 (4-Chloro-2-cyclohexylamino-1-aminobenzene), NC(=O)N (urea). Solvent: CC1=C(C(=C(C=C1)C)C)C (1,2,3,4-tetramethylbenzene). The product is ClC1=CC2=C(NC(N2C2CCCCC2)=O)C=C1 (5-Chloro-3-cyclohexyl-1,3-dihydro-2H-benzimidazol-2-one). As a reaction SMILES: [Cl:1][C:2]1[CH:7]=[CH:6][C:5]([NH2:8])=[C:4]([NH:9][CH:10]2[CH2:15][CH2:14][CH2:13][CH2:12][CH2:11]2)[CH:3]=1.N[C:17](N)=[O:18]>CC1C=CC(C)=C(C)C=1C>[Cl:1][C:2]1[CH:7]=[CH:6][C:5]2[NH:8][C:17](=[O:18])[N:9]([CH:10]3[CH2:15][CH2:14][CH2:13][CH2:12][CH2:11]3)[C:4]=2[CH:3]=1. Procedure details: A mixture of 4.5 g of the compound obtained in Step B), 2.5 g of urea and 10 ml of 1,2,3,4-tetramethylbenzene is heated to 170°-180° C. for 90 minutes. Reactants: CI, CCc1cnc(N2CCN(C(=O)c3ccc(N4C(=O)OCC4CO)cc3N3CCCS3(=O)=O)CC2)c(C)c1. The product is CCc1cnc(N2CCN(C(=O)c3ccc(N4C(=O)OCC4COC)cc3N3CCCS3(=O)=O)CC2)c(C)c1. RXN SMILES: [CH3:39][I:40].[O:1]=[S:2]1(=[O:38])[N:3]([c:7]2[cH:8][c:9]([N:30]3[C:31](=[O:37])[O:32][CH2:33][CH:34]3[CH2:35][OH:36])[cH:10][cH:11][c:12]2[C:13](=[O:14])[N:15]2[CH2:16][CH2:17][N:18]([c:21]3[n:22][cH:23][c:24]([CH2:28][CH3:29])[cH:25][c:26]3[CH3:27])[CH2:19][CH2:20]2)[CH2:4][CH2:5][CH2:6]1>>[O:1]=[S:2]1(=[O:38])[N:3]([c:7]2[cH:8][c:9]([N:30]3[C:31](=[O:37])[O:32][CH2:33][CH:34]3[CH2:35][O:36][CH3:39])[cH:10][cH:11][c:12]2[C:13](=[O:14])[N:15]2[CH2:16][CH2:17][N:18]([c:21]3[n:22][cH:23][c:24]([CH2:28][CH3:29])[cH:25][c:26]3[CH3:27])[CH2:19][CH2:20]2)[CH2:4][CH2:5][CH2:6]1. Starting materials: ClC1=C(C(=NC2=CC(=CC(=C12)F)F)C1=C(C=CC(=C1)C)S(=O)(=O)C)C (4-chloro-5,7-difluoro-3-methyl-2-(5-methyl-2-(methylsulfonyl)phenyl)quinoline), CC1(CNC=2C1=NC=C(C2)N2CCOCC2)C (4-(3,3-dimethyl-2,3-dihydro-1H-pyrrolo[3,2-b]pyridin-6-yl)morpholine). Run in C1(=CC=CC=C1)C (toluene). The product is CC1(CN(C=2C1=NC=C(C2)N2CCOCC2)C2=C(C(=NC1=CC(=CC(=C21)F)F)C2=C(C=CC(=C2)C)S(=O)(=O)C)C)C (4-(3,3-dimethyl-6-(4-morpholinyl)-2,3-dihydro-1H-pyrrolo[3,2-b]pyridin-1-yl)-5,7-difluoro-3-methyl-2-(5-methyl-2-(methylsulfonyl)phenyl)quinoline). Reaction SMILES: Cl[C:2]1[C:11]2[C:6](=[CH:7][C:8]([F:13])=[CH:9][C:10]=2[F:12])[N:5]=[C:4]([C:14]2[CH:19]=[C:18]([CH3:20])[CH:17]=[CH:16][C:15]=2[S:21]([CH3:24])(=[O:23])=[O:22])[C:3]=1[CH3:25].[CH3:26][C:27]1([CH3:42])[C:31]2=[N:32][CH:33]=[C:34]([N:36]3[CH2:41][CH2:40][O:39][CH2:38][CH2:37]3)[CH:35]=[C:30]2[NH:29][CH2:28]1>C1(C)C=CC=CC=1>[CH3:26][C:27]1([CH3:42])[C:31]2=[N:32][CH:33]=[C:34]([N:36]3[CH2:41][CH2:40][O:39][CH2:38][CH2:37]3)[CH:35]=[C:30]2[N:29]([C:2]2[C:11]3[C:6](=[CH:7][C:8]([F:13])=[CH:9][C:10]=3[F:12])[N:5]=[C:4]([C:14]3[CH:19]=[C:18]([CH3:20])[CH:17]=[CH:16][C:15]=3[S:21]([CH3:24])(=[O:23])=[O:22])[C:3]=2[CH3:25])[CH2:28]1. Procedure details: Prepared according to procedure Y using 4-chloro-5,7-difluoro-3-methyl-2-(5-methyl-2-(methylsulfonyl)phenyl)quinoline (60.0 mg, 0.160 mmol) and 4-(3,3-dimethyl-2,3-dihydro-1H-pyrrolo[3,2-b]pyridin-6-yl)morpholine in toluene to give 4-(3,3-dimethyl-6-(4-morpholinyl)-2,3-dihydro-1H-pyrrolo[3,2-b]pyridin-1-yl)-5,7-difluoro-3-methyl-2-(5-methyl-2-(methylsulfonyl)phenyl)quinoline. 1H NMR (400 MHz, chloroform-d) δ ppm 7.99-8.17 (1H, m), 7.43-7.64 (3H, m), 7.22-7.31 (1H, m), 7.07 (1H, ddd, J=11.9, 8.9,... RXN SMILES: [C:1]([n:2]1[cH:3][cH:4][n:5][cH:6]1)([n:7]1[cH:8][cH:9][n:10][cH:11]1)=[O:12].[Cl:42][CH2:43][Cl:44].[NH2:34][CH2:35][c:36]1[cH:37][cH:38][cH:39][cH:40][cH:41]1.[c:13]1([S:19](=[O:20])(=[O:21])[CH2:22][CH2:23][S:24][c:25]2[c:26]([C:27](=[O:28])[OH:29])[cH:30][cH:31][cH:32][n:33]2)[cH:14][cH:15][cH:16][cH:17][cH:18]1>>[c:13]1([S:19](=[O:20])(=[O:21])[CH2:22][CH2:23][S:24][c:25]2[c:26]([C:27](=[O:29])[NH:34][CH2:35][c:36]3[cH:37][cH:38][cH:39][cH:40][cH:41]3)[cH:30][cH:31][cH:32][n:33]2)[cH:14][cH:15][cH:16][cH:17][cH:18]1. The product is O=C(NCc1ccccc1)c1cccnc1SCCS(=O)(=O)c1ccccc1. Starting materials: O=C(n1ccnc1)n1ccnc1, ClCCl, NCc1ccccc1, O=C(O)c1cccnc1SCCS(=O)(=O)c1ccccc1.